The task is: describe an organic reaction: reactants, conditions, products, and yield. This data is from the Open Reaction Database (ORD), a public repository of structured organic reaction records. Starting materials: C(C)OC(C1=C(N=CC=C1)C#C[Si](C)(C)C)=O (2-(2'-trimethylsilylethynyl)-nicotinic acid ethyl ester). Solvent: CCOCC (ether), CN(C)C=O (DMF), [F-].[K+] (KF). Yields the product C(C)OC(C1=C(N=CC=C1)C#C)=O (2-ethynylnicotinic acid ethyl ester). As a reaction SMILES: [CH2:1]([O:3][C:4](=[O:17])[C:5]1[CH:10]=[CH:9][CH:8]=[N:7][C:6]=1[C:11]#[C:12][Si](C)(C)C)[CH3:2]>CN(C=O)C.[F-].[K+].CCOCC>[CH2:1]([O:3][C:4](=[O:17])[C:5]1[CH:10]=[CH:9][CH:8]=[N:7][C:6]=1[C:11]#[CH:12])[CH3:2] |f:2.3|. Procedure details: 6.2 g of 2-(2'-trimethylsilylethynyl)-nicotinic acid ethyl ester are dissolved in 50 ml of DMF and 3 g of KF.2H2O are added. After stirring at RT, the reaction mixture is diluted with 300 ml of ether filtered through celite, shaken with 150 ml of water and refiltered. The aqueous phase is extracted four times with 100 ml ether and the combined ether extracts dried over MgSO4, filtered and dried under vacuum. The intermediate can be further purified by chromatography over silica with ethylacetate...